Dataset: the Open Reaction Database (ORD), a public repository of structured organic reaction records. Task: describe an organic reaction: reactants, conditions, products, and yield Starting materials: Nc1nc(Cl)nc2c1ncn2C1OC(CO)C(O)C1O, NN, O, O. Product: NNc1nc(N)c2ncn(C3OC(CO)C(O)C3O)c2n1. Reaction SMILES: [Cl:4][c:5]1[n:6][c:7]([NH2:23])[c:8]2[n:9][cH:10][n:11]([CH:12]3[CH:13]([OH:14])[CH:15]([OH:16])[CH:17]([CH2:18][OH:19])[O:20]3)[c:21]2[n:22]1.[NH2:2][NH2:3].[OH2:1].[OH2:24]>>[NH:2]([NH2:3])[c:5]1[n:6][c:7]([NH2:23])[c:8]2[n:9][cH:10][n:11]([CH:12]3[CH:13]([OH:14])[CH:15]([OH:16])[CH:17]([CH2:18][OH:19])[O:20]3)[c:21]2[n:22]1. Reactants: O=C(O)c1cc(Br)cnc1Cl, CC(=O)O, Oc1ccc(OC(F)(F)F)cc1, [K+], [K+], O=C([O-])[O-], CN(C)C=O, O. The product is O=C(O)c1cc(Br)cnc1Oc1ccc(OC(F)(F)F)cc1. RXN SMILES: [Br:1][c:2]1[cH:3][n:4][c:5]([Cl:11])[c:6]([C:7](=[O:8])[OH:9])[cH:10]1.[CH3:30][C:31](=[O:32])[OH:33].[F:12][C:13]([O:14][c:15]1[cH:16][cH:17][c:18]([OH:21])[cH:19][cH:20]1)([F:22])[F:23].[K+:24].[K+:25].[O-:26][C:27]([O-:28])=[O:29].[O:34]=[CH:35][N:36]([CH3:37])[CH3:38].[OH2:39]>>[Br:1][c:2]1[cH:3][n:4][c:5]([O:21][c:18]2[cH:17][cH:16][c:15]([O:14][C:13]([F:12])([F:22])[F:23])[cH:20][cH:19]2)[c:6]([C:7](=[O:8])[OH:9])[cH:10]1. Reactants: CN(/C=C/C(=O)C1=NN(C=CC1=O)C1=CC(=CC=C1)OC(F)(F)F)C (3-((E)-3-Dimethylamino-acryloyl)-1-(3-trifluoromethoxy-phenyl)-1H-pyridazin-4-one), N(N)C=1C=C(C=CC1)S(=O)(=O)N(C)C (3-hydrazino-N,N-dimethyl-benzenesulfonamide). Product: CN(S(=O)(=O)C1=CC(=CC=C1)N1N=CC=C1C1=NN(C=CC1=O)C1=CC(=CC=C1)OC(F)(F)F)C (N,N-Dimethyl-3-{5-[4-oxo-1-(3-trifluoromethoxy-phenyl)-1,4-dihydro-pyridazin-3-yl]-pyrazol-1-yl}-benzenesulfonamide). RXN SMILES: C[N:2](C)/[CH:3]=[CH:4]/[C:5]([C:7]1[C:12](=[O:13])[CH:11]=[CH:10][N:9]([C:14]2[CH:19]=[CH:18][CH:17]=[C:16]([O:20][C:21]([F:24])([F:23])[F:22])[CH:15]=2)[N:8]=1)=O.[NH:26]([C:28]1[CH:29]=[C:30]([S:34]([N:37]([CH3:39])[CH3:38])(=[O:36])=[O:35])[CH:31]=[CH:32][CH:33]=1)N>>[CH3:38][N:37]([CH3:39])[S:34]([C:30]1[CH:31]=[CH:32][CH:33]=[C:28]([N:26]2[C:5]([C:7]3[C:12](=[O:13])[CH:11]=[CH:10][N:9]([C:14]4[CH:19]=[CH:18][CH:17]=[C:16]([O:20][C:21]([F:24])([F:23])[F:22])[CH:15]=4)[N:8]=3)=[CH:4][CH:3]=[N:2]2)[CH:29]=1)(=[O:35])=[O:36]. Procedure details: The product was obtained starting from 3-((E)-3-Dimethylamino-acryloyl)-1-(3-trifluoromethoxy-phenyl)-1H-pyridazin-4-one (A-6) and 3-hydrazino-N,N-dimethyl-benzenesulfonamide according to the method described for example 91. Starting materials: CCc1c(-c2ccc(OCc3ccccc3)cc2)c2cc(CO)c3cccc1n32, CC(C)(C)[O-], CN(C)C=O, CCO, ClCCN1CCCCC1, Cl, [H-], [K+], [Na+], O. Yields the product CCc1c(-c2ccc(OCc3ccccc3)cc2)c2cc(COCCN3CCCCC3)c3cccc1n32. RXN SMILES: [CH2:1]([c:2]1[cH:3][cH:4][cH:5][cH:6][cH:7]1)[O:8][c:9]1[cH:10][cH:11][c:12](-[c:15]2[c:16]([CH2:28][CH3:29])[c:17]3[cH:18][cH:19][cH:20][c:21]4[n:22]3[c:23]2[cH:24][c:25]4[CH2:26][OH:27])[cH:13][cH:14]1.[CH3:32][C:33]([CH3:34])([O-:35])[CH3:36].[CH3:48][N:49]([CH3:50])[CH:51]=[O:52].[CH3:54][CH2:55][OH:56].[Cl:39][CH2:40][CH2:41][N:42]1[CH2:43][CH2:44][CH2:45][CH2:46][CH2:47]1.[ClH:38].[H-:30].[K+:37].[Na+:31].[OH2:53]>>[CH2:1]([c:2]1[cH:3][cH:4][cH:5][cH:6][cH:7]1)[O:8][c:9]1[cH:10][cH:11][c:12](-[c:15]2[c:16]([CH2:28][CH3:29])[c:17]3[cH:18][cH:19][cH:20][c:21]4[n:22]3[c:23]2[cH:24][c:25]4[CH2:26][O:27][CH2:40][CH2:41][N:42]2[CH2:43][CH2:44][CH2:45][CH2:46][CH2:47]2)[cH:13][cH:14]1. Reactants: Cl (hydrochloric acid), CN(S(=O)(=O)C=1C(=C(C2=C(CC(O2)C(=O)OCC)C1)Cl)Cl)C (ethyl 5-(N,N-dimethylsulfamoyl)-6,7-dichloro-2,3-dihydrobenzofuran-2-carboxylate), acid, C([O-])([O-])=O.[K+].[K+] (potassium carbonate). The solvent is O1CCCC1 (tetrahydrofuran). Conditions: time 72 hour. Yields the product CN(S(=O)(=O)C=1C(=C(C2=C(CC(O2)C(=O)O)C1)Cl)Cl)C (5-(N,N-dimethylsulfamoyl)-6,7-dichloro-2,3-dihydrobenzofuran-2-carboxylic acid). Isolated yield 94.0%. RXN SMILES: [CH3:1][N:2]([CH3:22])[S:3]([C:6]1[C:7]([Cl:21])=[C:8]([Cl:20])[C:9]2[O:13][CH:12]([C:14]([O:16]CC)=[O:15])[CH2:11][C:10]=2[CH:19]=1)(=[O:5])=[O:4].C(=O)([O-])[O-].[K+].[K+].Cl>O1CCCC1>[CH3:1][N:2]([CH3:22])[S:3]([C:6]1[C:7]([Cl:21])=[C:8]([Cl:20])[C:9]2[O:13][CH:12]([C:14]([OH:16])=[O:15])[CH2:11][C:10]=2[CH:19]=1)(=[O:4])=[O:5] |f:1.2.3|. Reported procedure: To a solution of 1 g of ethyl 5-(N,N-dimethylsulfamoyl)-6,7-dichloro-2,3-dihydrobenzofuran-2-carboxylate (Ia-1) dissolved in 9 ml of tetrahydrofuran is added 14 ml of 15% aqueous potassium carbonate and the mixture stirred for 72 hours at room temperature. The reaction mixture is condensed under reduced pressure to leave residue, which is made acid (pH 5.0) with 10% hydrochloric acid and extracted with ethyl acetate. The organic layer is dried and evaporated under reduced pressure to leave an oi... Starting materials: Cl (hydrochloric acid), C([O-])([O-])=O.[K+].[K+] (potassium carbonate), BrCC1=CC(=C(C(=O)OC)C=C1)[N+](=O)[O-] (methyl 4-(bromomethyl)-2-nitrobenzoate), C1(=CC=CC=C1)O (phenol). The solvent is C(C)(=O)OCC (Ethyl acetate), CN(C=O)C (N,N-dimethylformamide). Reaction conditions: time 10 hour. Product: [N+](=O)([O-])C1=C(C(=O)OC)C=CC(=C1)COC1=CC=CC=C1 (methyl 2-nitro-4-(phenoxymethyl)benzoate). The yield is 101.1%. As a reaction SMILES: C(=O)([O-])[O-].[K+].[K+].Br[CH2:8][C:9]1[CH:18]=[CH:17][C:12]([C:13]([O:15][CH3:16])=[O:14])=[C:11]([N+:19]([O-:21])=[O:20])[CH:10]=1.[C:22]1([OH:28])[CH:27]=[CH:26][CH:25]=[CH:24][CH:23]=1.Cl>C(OCC)(=O)C.CN(C)C=O>[N+:19]([C:11]1[CH:10]=[C:9]([CH2:8][O:28][C:22]2[CH:27]=[CH:26][CH:25]=[CH:24][CH:23]=2)[CH:18]=[CH:17][C:12]=1[C:13]([O:15][CH3:16])=[O:14])([O-:21])=[O:20] |f:0.1.2|. Reported procedure: 0.50 g of potassium carbonate and 0.50 g of methyl 4-(bromomethyl)-2-nitrobenzoate were added to 5 mL of N,N-dimethylformamide solution containing 0.18 g of phenol at room temperature and stirred at the same temperature for 10 hours. Ethyl acetate and 1.0 mol/L hydrochloric acid were added to the reaction mixture. The organic layer was separated and dried over anhydrous magnesium sulfate after washed with a saturated sodium chloride aqueous solution, and the solvent was evaporated under reduced ... The reactants are [BH4-], CC(C)(C)OC(=O)Oc1cc(C(=O)O)ccc1[N+](=O)[O-], CC(C)COC(=O)Cl, C1CCOC1, CN1CCOCC1, CO, CCOC(C)=O, [Na+]. Product: CC(C)(C)OC(=O)Oc1cc(CO)ccc1[N+](=O)[O-]. Reaction SMILES: [BH4-:36].[C:1]([CH3:2])([CH3:3])([CH3:4])[O:5][C:6](=[O:7])[O:8][c:9]1[cH:10][c:11]([C:12](=[O:13])[OH:14])[cH:15][cH:16][c:17]1[N+:18](=[O:19])[O-:20].[CH2:28]([O:29][C:30]([Cl:31])=[O:32])[CH:33]([CH3:34])[CH3:35].[CH2:38]1[O:39][CH2:40][CH2:41][CH2:42]1.[CH3:21][N:22]1[CH2:23][CH2:24][O:25][CH2:26][CH2:27]1.[CH3:43][OH:44].[CH3:45][CH2:46][O:47][C:48]([CH3:49])=[O:50].[Na+:37]>>[C:1]([CH3:2])([CH3:3])([CH3:4])[O:5][C:6](=[O:7])[O:8][c:9]1[cH:10][c:11]([CH2:12][OH:13])[cH:15][cH:16][c:17]1[N+:18](=[O:19])[O-:20].